The task is: describe an organic reaction: reactants, conditions, products, and yield. This data is from the Open Reaction Database (ORD), a public repository of structured organic reaction records. Starting materials: N(CC(=O)O)C(=O)OC(C)(C)C (Boc-Gly-OH), C=1C=CC2=C(C1)N=NN2O (HOBt), N([C@@H](C)C(=O)N1[C@H](C(=O)OCC2=CC=CC=C2)CCC1)C(=O)OC(C)(C)C (Boc-Ala-Pro-OBzl), CCN=C=NCCCN(C)C (EDCI), hydrochloride salt, CN1CCOCC1 (NMM). Run in Cl (HCl), O1CCOCC1 (dioxane), CN(C)C=O (DMF). Yields the product N(CC(=O)N[C@@H](C)C(=O)N1[C@H](C(=O)OCC2=CC=CC=C2)CCC1)C(=O)OC(C)(C)C (Boc-Gly-Ala-Pro-OBzl). The yield is 87.9%. RXN SMILES: [NH:1]([C:21]([O:23]C(C)(C)C)=O)[C@H:2]([C:4]([N:6]1[CH2:20][CH2:19][CH2:18][C@H:7]1[C:8]([O:10][CH2:11][C:12]1[CH:17]=[CH:16][CH:15]=[CH:14][CH:13]=1)=[O:9])=[O:5])[CH3:3].[NH:28]([C:33]([O:35][C:36]([CH3:39])([CH3:38])[CH3:37])=[O:34])[CH2:29]C(O)=O.C1C=CC2N(O)N=NC=2C=1.CCN=C=NCCCN(C)C.CN1CCOCC1>Cl.O1CCOCC1.CN(C=O)C>[NH:28]([C:33]([O:35][C:36]([CH3:39])([CH3:38])[CH3:37])=[O:34])[CH2:29][C:21]([NH:1][C@H:2]([C:4]([N:6]1[CH2:20][CH2:19][CH2:18][C@H:7]1[C:8]([O:10][CH2:11][C:12]1[CH:13]=[CH:14][CH:15]=[CH:16][CH:17]=1)=[O:9])=[O:5])[CH3:3])=[O:23]. Reported procedure: Boc-Ala-Pro-OBzl (75.3 g, 0.2 mole) was deprotected by stirring for 1.5 h. in 4.2 N HCl in dioxane. Excess HCl and dioxane were removed under reduced pressure, triturated with ether, faltered, washed with ether, and dried (yield 100%). A solution of Boc-Gly-OH (35.04 g, 0.2 mole) and HOBt (27.02 g, 0.2 mole) in DMF was cooled to -15° C. with stirring and EDCI (38.34 g, 0.2 mole) was added. After 20 rain, a pre-cooled solution containing the above hydrochloride salt and NMM (21.98 mL, 0.2 mole) w... Reactants: ClC=1C=C(C(=NC1)CN(C1CCNCC1)CC1=NC=CC=C1C(C)(C)C1=CC=C(C=C1)F)C ((5-Chloro-3-methyl-pyridin-2-ylmethyl)-{3-[1-(4-fluoro-phenyl)-1-methyl-ethyl]-pyridin-2-ylmethyl}-piperidin-4-yl-amine), O(C1=CC=CC=C1)C(=O)NO (N-(phenoxycarbonyl)-hydroxylamine). Solvent: C1CCOC1 (THF). Reaction conditions: temperature 70 celsius, time 2 hour. Yields the product ONC(=O)N1CCC(CC1)N(CC1=NC=CC=C1C(C)(C)C1=CC=C(C=C1)F)CC1=NC=C(C=C1C)Cl (4-((5-chloro-3-methyl-pyridin-2-ylmethyl)-{3-[1-(4-fluoro-phenyl)-1-methyl-ethyl]-pyridin-2-ylmethyl}-amino)-piperidine-1-carboxylic acid hydroxyamide). Yield: 45.8%. Reaction SMILES: [Cl:1][C:2]1[CH:3]=[C:4]([CH3:33])[C:5]([CH2:8][N:9]([CH2:16][C:17]2[C:22]([C:23]([C:26]3[CH:31]=[CH:30][C:29]([F:32])=[CH:28][CH:27]=3)([CH3:25])[CH3:24])=[CH:21][CH:20]=[CH:19][N:18]=2)[CH:10]2[CH2:15][CH2:14][NH:13][CH2:12][CH2:11]2)=[N:6][CH:7]=1.[O:34]([C:41]([NH:43][OH:44])=O)C1C=CC=CC=1>C1COCC1>[OH:44][NH:43][C:41]([N:13]1[CH2:14][CH2:15][CH:10]([N:9]([CH2:8][C:5]2[C:4]([CH3:33])=[CH:3][C:2]([Cl:1])=[CH:7][N:6]=2)[CH2:16][C:17]2[C:22]([C:23]([C:26]3[CH:31]=[CH:30][C:29]([F:32])=[CH:28][CH:27]=3)([CH3:25])[CH3:24])=[CH:21][CH:20]=[CH:19][N:18]=2)[CH2:11][CH2:12]1)=[O:34]. Procedure: (5-Chloro-3-methyl-pyridin-2-ylmethyl)-{3-[1-(4-fluoro-phenyl)-1-methyl-ethyl]-pyridin-2-ylmethyl}-piperidin-4-yl-amine (0.160 g, 0.34 mmol) and N-(phenoxycarbonyl)-hydroxylamine (0.068 g, 0.44 mmol) were combined in THF (4 mL) and the mixture was stirred at 70° C. for 2 hours and then 45° C. for 48 hours. The solvent was removed under reduced pressure and the residue was purified by column chromatography on silica gel (CH2Cl2:MeOH:NH4OH, 85:10:5, v/v/v) to give 4-((5-chloro-3-methyl-pyridin-2-y... Reactants: BrB(Br)Br, COC(=O)C1CN(C(=O)c2cccs2)c2ccccc2CN1S(=O)(=O)c1ccc(OC)cc1, ClCCl. The product is COC(=O)C1CN(C(=O)c2cccs2)c2ccccc2CN1S(=O)(=O)c1ccc(O)cc1. As a reaction SMILES: [B:34]([Br:35])([Br:36])[Br:37].[CH3:1][O:2][c:3]1[cH:4][cH:5][c:6]([S:9](=[O:10])(=[O:11])[N:12]2[CH:13]([C:30](=[O:31])[O:32][CH3:33])[CH2:14][N:15]([C:23](=[O:24])[c:25]3[s:26][cH:27][cH:28][cH:29]3)[c:16]3[c:17]([cH:19][cH:20][cH:21][cH:22]3)[CH2:18]2)[cH:7][cH:8]1.[Cl:38][CH2:39][Cl:40]>>[OH:2][c:3]1[cH:4][cH:5][c:6]([S:9](=[O:10])(=[O:11])[N:12]2[CH:13]([C:30](=[O:31])[O:32][CH3:33])[CH2:14][N:15]([C:23](=[O:24])[c:25]3[s:26][cH:27][cH:28][cH:29]3)[c:16]3[c:17]([cH:19][cH:20][cH:21][cH:22]3)[CH2:18]2)[cH:7][cH:8]1. Procedure: The title compound was prepared following the methods described in example 1 and example 2 starting from (example 2 step 5) 3-[1-(5-Chloro-2-hydroxy-benzyl)-5-methyl-1H-pyrazol-3-yl]-propionic acid methyl ester replacing the method in example 2 step 6 with Mitsunobu method and 3-chloromethylpentane with 3-pentanol. The reactants are COC(CCC1=NN(C(=C1)C)CC1=C(C=CC(=C1)Cl)O)=O (3-[1-(5-Chloro-2-hydroxy-benzyl)-5-methyl-1H-pyrazol-3-yl]-propionic acid methyl ester), ClCC(CC)CC (3-chloromethylpentane), CCC(CC)O (3-pentanol). The product is ClC=1C=CC(=C(CN2N=C(C=C2C)CCC(=O)O)C1)OC(CC)CC (3-[1-(5-Chloro-2-(1-ethylpropyloxy)benzyl)-5-methyl-1H-pyrazol-3-yl]-propionic acid). Reaction SMILES: C[O:2][C:3](=[O:21])[CH2:4][CH2:5][C:6]1[CH:10]=[C:9]([CH3:11])[N:8]([CH2:12][C:13]2[CH:18]=[C:17]([Cl:19])[CH:16]=[CH:15][C:14]=2[OH:20])[N:7]=1.ClC[CH:24]([CH2:27][CH3:28])[CH2:25][CH3:26].CCC(O)CC>>[Cl:19][C:17]1[CH:16]=[CH:15][C:14]([O:20][CH:24]([CH2:27][CH3:28])[CH2:25][CH3:26])=[C:13]([CH:18]=1)[CH2:12][N:8]1[C:9]([CH3:11])=[CH:10][C:6]([CH2:5][CH2:4][C:3]([OH:2])=[O:21])=[N:7]1.